From a dataset of the Open Reaction Database (ORD), a public repository of structured organic reaction records. describe an organic reaction: reactants, conditions, products, and yield Reactants: O=C(c1ncc[nH]1)c1ncc[nH]1, CN(C)C=O, NCCN1CCOCC1, O=C(O)CCc1c(C=C2C(=O)Nc3ccccc32)[nH]c2c1CCCC2, O. Yields the product O=C(CCc1c(C=C2C(=O)Nc3ccccc32)[nH]c2c1CCCC2)NCCN1CCOCC1. As a reaction SMILES: [C:26]([c:27]1[nH:28][cH:29][cH:30][n:31]1)([c:32]1[nH:33][cH:34][cH:35][n:36]1)=[O:37].[CH3:48][N:49]([CH3:50])[CH:51]=[O:52].[NH2:38][CH2:39][CH2:40][N:41]1[CH2:42][CH2:43][O:44][CH2:45][CH2:46]1.[O:1]=[C:2]1[NH:3][c:4]2[cH:5][cH:6][cH:7][cH:8][c:9]2[C:10]1=[CH:11][c:12]1[nH:13][c:14]2[c:19]([c:20]1[CH2:21][CH2:22][C:23](=[O:24])[OH:25])[CH2:18][CH2:17][CH2:16][CH2:15]2.[OH2:47]>>[O:1]=[C:2]1[NH:3][c:4]2[cH:5][cH:6][cH:7][cH:8][c:9]2[C:10]1=[CH:11][c:12]1[nH:13][c:14]2[c:19]([c:20]1[CH2:21][CH2:22][C:23](=[O:25])[NH:38][CH2:39][CH2:40][N:41]1[CH2:42][CH2:43][O:44][CH2:45][CH2:46]1)[CH2:18][CH2:17][CH2:16][CH2:15]2. Starting materials: ClC=1C(=NC=CN1)OC1=CC=C(C(=O)N(C)OC)C=C1 (4-(3-chloropyrazin-2-yloxy)-N-methoxy-N-methylbenzamide), S1CCC(=CC1)B1OC(C(O1)(C)C)(C)C (2-(3,6-dihydro-2H-thiopyran-4-yl)-4,4,5,5-tetramethyl-1,3,2-dioxaborolane), C([O-])([O-])=O.[K+].[K+] (potassium carbonate). The reagents and catalysts are CC(C)([P](C(C)(C)C)([Pd][P](C(C)(C)C)(C(C)(C)C)C(C)(C)C)C(C)(C)C)C (bis(tri-tert-butylphosphine)palladium(0)). Solvent: O (H2O), O1CCOCC1.O (p-dioxane H2O). Conditions: temperature 120 celsius. Product: S1CCC(=CC1)C=1C(=NC=CN1)OC1=CC=C(C(=O)N(C)OC)C=C1 (4-(3-(3,6-DIHYDRO-2H-THIOPYRAN-4-YL)PYRAZIN-2-YLOXY)-N-METHOXY-N-METHYLBENZAMIDE). As a reaction SMILES: Cl[C:2]1[C:3]([O:8][C:9]2[CH:20]=[CH:19][C:12]([C:13]([N:15]([O:17][CH3:18])[CH3:16])=[O:14])=[CH:11][CH:10]=2)=[N:4][CH:5]=[CH:6][N:7]=1.[S:21]1[CH2:26][CH:25]=[C:24](B2OC(C)(C)C(C)(C)O2)[CH2:23][CH2:22]1.C(=O)([O-])[O-].[K+].[K+]>O1CCOCC1.O.O.CC(C)([P](C(C)(C)C)([Pd][P](C(C)(C)C)(C(C)(C)C)C(C)(C)C)C(C)(C)C)C>[S:21]1[CH2:22][CH:23]=[C:24]([C:2]2[C:3]([O:8][C:9]3[CH:20]=[CH:19][C:12]([C:13]([N:15]([O:17][CH3:18])[CH3:16])=[O:14])=[CH:11][CH:10]=3)=[N:4][CH:5]=[CH:6][N:7]=2)[CH2:25][CH2:26]1 |f:2.3.4,5.6,^1:52,58|. Procedure details: A mixture of 4-(3-chloropyrazin-2-yloxy)-N-methoxy-N-methylbenzamide (1.4 g, 4.77 mmol), 2-(3,6-dihydro-2H-thiopyran-4-yl)-4,4,5,5-tetramethyl-1,3,2-dioxaborolane (1.132 g, 5.01 mmol), potassium carbonate (1.976 g, 14.30 mmol), and bis(tri-tert-butylphosphine)palladium(0) (0.244 g, 0.477 mmol) in p-dioxane/H2O (10:1, 11 ml) was heated to 120° C. in 4 h, cooled, taken up in H2O, extracted with EtOAc (3×), dried over MgSO4, concentrated and purified by ISCO (50% EtOAc/hexanes) to give the titled c... Starting materials: Brc1ccc2sccc2c1, C1CCOC1, [Li]CCCC, CC(C)NC(C)C, C[Si](C)(C)Cl. Yields the product C[Si](C)(C)c1cc2cc(Br)ccc2s1. Reaction SMILES: [Br:13][c:14]1[cH:15][cH:16][c:17]2[c:18]([cH:19][cH:20][s:21]2)[cH:22]1.[CH2:28]1[O:29][CH2:30][CH2:31][CH2:32]1.[CH2:8]([Li:9])[CH2:10][CH2:11][CH3:12].[CH:1]([NH:2][CH:3]([CH3:4])[CH3:5])([CH3:6])[CH3:7].[Cl:23][Si:24]([CH3:25])([CH3:26])[CH3:27]>>[Br:13][c:14]1[cH:15][cH:16][c:17]2[c:18]([cH:19][c:20]([Si:24]([CH3:25])([CH3:26])[CH3:27])[s:21]2)[cH:22]1. Product: C(#N)C=1C=C(C=CC1)C=1C=C2\C(\CC3(CCOCC3)OC2=CC1)=N/C#N ((Z)—N-(6-(3-cyanophenyl)-2′,3′,5′,6′-tetrahydrospiro[chroman-2,4′-pyran]-4-ylidene)cyanamide). As a reaction SMILES: O=[C:2]1[C:16]2[C:11](=[CH:12][CH:13]=[C:14]([C:17]3[CH:18]=[C:19]([CH:22]=[CH:23][CH:24]=3)[C:20]#[N:21])[CH:15]=2)[O:10][C:4]2([CH2:9][CH2:8][O:7][CH2:6][CH2:5]2)[CH2:3]1.C[Si]([N:29]=[C:30]=[N:31][Si](C)(C)C)(C)C>C(Cl)Cl.Cl[Ti](Cl)(Cl)Cl>[C:20]([C:19]1[CH:18]=[C:17]([C:14]2[CH:15]=[C:16]3[C:11](=[CH:12][CH:13]=2)[O:10][C:4]2([CH2:5][CH2:6][O:7][CH2:8][CH2:9]2)[CH2:3]/[C:2]/3=[N:29]/[C:30]#[N:31])[CH:24]=[CH:23][CH:22]=1)#[N:21]. Procedure details: A solution of 3-(4-oxo-2′,3′,5′,6′-tetrahydrospiro[chroman-2,4′-pyran]-6-yl)benzonitrile (170 mg, 0.53 mmol) and TiCl4 (403 mg, 2.12 mmol) in anhydrous DCM (5 mL) was heated at 50 under microwave for 5 mins. Then bis-trimethylsilylcarbodiimide (198 mg, 1.06 mmol) was added and the mixture was heated at 60 for another 30 mins. The reaction mixture was poured into ice-water and extracted with DCM. The combined organic phases were dried over anhydrous Na2SO4, filtered and concentrated to give (Z)—N... Reagents/catalysts: Cl[Ti](Cl)(Cl)Cl (TiCl4). Run in C(Cl)Cl (DCM). Starting materials: C[Si](C)(C)N=C=N[Si](C)(C)C (bis-trimethylsilylcarbodiimide), O=C1CC2(CCOCC2)OC2=CC=C(C=C12)C=1C=C(C#N)C=CC1 (3-(4-oxo-2′,3′,5′,6′-tetrahydrospiro[chroman-2,4′-pyran]-6-yl)benzonitrile), ice water. Isolated yield 80.8%. Starting materials: BrBr, ClCCl, O, Oc1ccccc1SC(F)(F)F. The product is Oc1ccc(Br)cc1SC(F)(F)F. RXN SMILES: [Br:13][Br:14].[Cl:15][CH2:16][Cl:17].[OH2:18].[OH:1][c:2]1[c:3]([S:8][C:9]([F:10])([F:11])[F:12])[cH:4][cH:5][cH:6][cH:7]1>>[OH:1][c:2]1[c:3]([S:8][C:9]([F:10])([F:11])[F:12])[cH:4][c:5]([Br:13])[cH:6][cH:7]1.